Task: describe an organic reaction: reactants, conditions, products, and yield. Dataset: the Open Reaction Database (ORD), a public repository of structured organic reaction records Starting materials: Cp2Zr(H)Cl, CON(C(=O)C1=C(C(=CC=C1)F)C1CCN(CC1)C(=O)OC(C)(C)C)C (tert-butyl 4-(2-(N-methoxy-N-methylcarbamoyl)-6-fluorophenyl)piperidine-1-carboxylate). The solvent is C1CCOC1 (THF), C1CCOC1 (THF). Reaction conditions: time 15 minute. Product: FC1=C(C(=CC=C1)C=O)C1CCN(CC1)C(=O)OC(C)(C)C (tert-butyl 4-(2-fluoro-6-formylphenyl)piperidine-1-carboxylate). The yield is 56.7%. Reaction SMILES: CON(C)[C:4]([C:6]1[CH:11]=[CH:10][CH:9]=[C:8]([F:12])[C:7]=1[CH:13]1[CH2:18][CH2:17][N:16]([C:19]([O:21][C:22]([CH3:25])([CH3:24])[CH3:23])=[O:20])[CH2:15][CH2:14]1)=[O:5]>C1COCC1>[F:12][C:8]1[CH:9]=[CH:10][CH:11]=[C:6]([CH:4]=[O:5])[C:7]=1[CH:13]1[CH2:18][CH2:17][N:16]([C:19]([O:21][C:22]([CH3:25])([CH3:24])[CH3:23])=[O:20])[CH2:15][CH2:14]1. Procedure: Cp2Zr(H)Cl (1.45 g, 5.61 mmol, 1.5 eq.) was suspended in THF (25 mL) under N2 at room temperature in a flame-dried flask. To this suspension was added tert-butyl 4-(2-(N-methoxy-N-methylcarbamoyl)-6-fluorophenyl)piperidine-1-carboxylate (1.37 g, 3.739 mmol) in THF (50 mL). The reaction was stirred under N2 for 15 min until the mixture turned clear (monitored by TLC: no SM detected). SiO2 was then added and the mixture was concentrated and purified by ISCO flash chromatography (SiO2, 5 to 30% EtO... Starting materials: O=C([O-])[O-], CI, CCC(C)=O, O=[N+]([O-])c1ccc(O)cc1F, [K+], [K+], O. The product is COc1ccc([N+](=O)[O-])c(F)c1. RXN SMILES: [C:1]([O-:2])([O-:3])=[O:4].[CH3:18][I:19].[CH3:20][C:21]([CH2:22][CH3:23])=[O:24].[F:7][c:8]1[cH:9][c:10]([OH:17])[cH:11][cH:12][c:13]1[N+:14](=[O:15])[O-:16].[K+:5].[K+:6].[OH2:25]>>[CH3:1][O:4][c:10]1[cH:9][c:8]([F:7])[c:13]([N+:14](=[O:15])[O-:16])[cH:12][cH:11]1. Starting materials: Cl.NCCN(C([C@H](CC(=O)NC[C@H]1CN(CCC1)C(=N)N)NS(=O)(=O)N1CCOCC1)=O)C1CC1 ((S)-N1-(2-amino-ethyl)-N4-[(S)-1-(amino-imino-methyl)-piperidin-3-ylmethyl]-N1-cyclopropyl-2-morpholin-4-ylsulphonylamino-succinamide hydrochloride), CN1CCN(CC1)S(=O)(=O)Cl (4-methyl-piperazin-1-ylsulphonyl chloride), CCN(C(C)C)C(C)C (Hunig's base). Solvent: C(Cl)Cl (methylene chloride). Yields the product C(C)(=O)O.NC(N1C[C@@H](CCC1)CNC(C[C@@H](C(=O)N(CCNS(=O)(=O)N1CCN(CC1)C)C1CC1)NS(=O)(=O)N1CCOCC1)=O)=N ((S)-N4-[(S)-1-(amino-imino-methyl)-piperidin-3-ylmethyl]-N1-cyclopropyl-N1-[2-(4-methyl-piperazin-1-ylsulphonylamino)-ethyl]-2-morpholin-4-ylsulphonylamino-succinamide acetate). RXN SMILES: Cl.[NH2:2][CH2:3][CH2:4][N:5]([CH:33]1[CH2:35][CH2:34]1)[C:6](=[O:32])[C@@H:7]([NH:22][S:23]([N:26]1[CH2:31][CH2:30][O:29][CH2:28][CH2:27]1)(=[O:25])=[O:24])[CH2:8][C:9]([NH:11][CH2:12][C@@H:13]1[CH2:18][CH2:17][CH2:16][N:15]([C:19]([NH2:21])=[NH:20])[CH2:14]1)=[O:10].[CH3:36][N:37]1[CH2:42][CH2:41][N:40]([S:43](Cl)(=[O:45])=[O:44])[CH2:39][CH2:38]1.CCN(C(C)C)C(C)C>C(Cl)Cl>[C:30]([OH:44])(=[O:29])[CH3:31].[NH2:20][C:19](=[NH:21])[N:15]1[CH2:16][CH2:17][CH2:18][C@@H:13]([CH2:12][NH:11][C:9](=[O:10])[CH2:8][C@H:7]([NH:22][S:23]([N:26]2[CH2:27][CH2:28][O:29][CH2:30][CH2:31]2)(=[O:25])=[O:24])[C:6]([N:5]([CH:33]2[CH2:35][CH2:34]2)[CH2:4][CH2:3][NH:2][S:43]([N:40]2[CH2:41][CH2:42][N:37]([CH3:36])[CH2:38][CH2:39]2)(=[O:45])=[O:44])=[O:32])[CH2:14]1 |f:0.1,5.6|. Procedure details: 330 mg of (S)-N1-(2-amino-ethyl)-N4-[(S)-1-(amino-imino-methyl)-piperidin-3-ylmethyl]-N1-cyclopropyl-2-morpholin-4-ylsulphonylamino-succinamide hydrochloride are stirred at room temperature for 20 hours together with 162 mg of 4-methyl-piperazin-1-ylsulphonyl chloride and 0.49 ml of Hunig's base in 8 ml of methylene chloride. The reaction mixture is chromatographed over silica gel with ethyl acetate/acetone/glacial acetic acid/water 2:2:2:1. 14.9.1 mg of pure crystalline (S)-N4-[(S)-1-(amino-imi... Reactants: COC(C)(OC)OC, Nc1cccc(O)n1. Product: COC(C)=Nc1cccc(O)n1. As a reaction SMILES: [CH3:9][O:10][C:11]([CH3:12])([O:13][CH3:14])[O:15][CH3:16].[NH2:1][c:2]1[cH:3][cH:4][cH:5][c:6]([OH:8])[n:7]1>>[N:1]([c:2]1[cH:3][cH:4][cH:5][c:6]([OH:8])[n:7]1)=[C:11]([O:10][CH3:9])[CH3:12]. The reactants are ClCCCCCCN1CCCCC1, [NH2-], [Na], N#CCc1cccc2ccccc12. The product is N#CC(CCCCCCN1CCCCC1)c1cccc2ccccc12. Reaction SMILES: [N:16]1([CH2:22][CH2:23][CH2:24][CH2:25][CH2:26][CH2:27][Cl:28])[CH2:17][CH2:18][CH2:19][CH2:20][CH2:21]1.[NH2-:2].[Na:1].[c:3]1([CH2:13][C:14]#[N:15])[cH:4][cH:5][cH:6][c:7]2[cH:8][cH:9][cH:10][cH:11][c:12]12>>[c:3]1([CH:13]([C:14]#[N:15])[CH2:27][CH2:26][CH2:25][CH2:24][CH2:23][CH2:22][N:16]2[CH2:17][CH2:18][CH2:19][CH2:20][CH2:21]2)[cH:4][cH:5][cH:6][c:7]2[cH:8][cH:9][cH:10][cH:11][c:12]12.